The task is: describe an organic reaction: reactants, conditions, products, and yield. This data is from the Open Reaction Database (ORD), a public repository of structured organic reaction records. As a reaction SMILES: CCO[SiH](OCC)C.[CH3:1][CH:2]([c:4]1[cH:9][n:8][cH:7][cH:6][cH:5]1)[OH:3].[O-:10][N+:11]([c:13]1[c:18](F)[cH:17][cH:16][cH:15][cH:14]1)=[O:12]>>[CH3:1][CH:2]([c:4]1[cH:9][n:8][cH:7][cH:6][cH:5]1)[O:3][c:18]2[c:13]([N+:11]([O-:10])=[O:12])[cH:14][cH:15][cH:16][cH:17]2. Starting materials: c1(cccnc1)C(C)O, [Si](OCC)(OCC)C, c1(c(cccc1)F)[N+](=O)[O-]. Yields the product CC(Oc1ccccc1[N+](=O)[O-])c2cccnc2. Reagents/catalysts: c1ccc(cc1)-c2c3ccccc3cc4ccccc24 (9-Phenylanthracene), CC(C)(C)N=P(N=P(N(C)C)(N(C)C)N(C)C)(N=P(N(C)C)(N(C)C)N(C)C)N=P(N(C)C)(N(C)C)N(C)C (P4-t-Bu). Solvent: CS(=O)C (DMSO). Reaction conditions: temperature 60 celsius, time 18 hour. The reactants are residue, Cl.C(C)(C)(C)OC(CNC)=O (sarcosine tert-butyl ester hydrochloride), C(=O)([O-])[O-].[K+].[K+] (K2CO3), CC1=C(C=C(C#N)C=C1)Cl (4-methyl-3-chlorobenzonitrile), BrN1C(CCC1=O)=O (N-bromosuccinimide), C(C1=CC=CC=C1)(=O)OOC(C1=CC=CC=C1)=O (benzoyl peroxide). Run in CCOC(=O)C (EtOAc), O1CCOCC1 (dioxane), C(C)#N (ACN). Run at temperature 100 celsius. The product is C(#N)C1=CC(=C(CN(CC(=O)OC(C)(C)C)C)C=C1)Cl (tert-butyl 2-((4-cyano-2-chlorobenzyl)(methyl)amino)acetate). Yield: 37.2%. Reaction SMILES: [CH3:1][C:2]1[CH:9]=[CH:8][C:5]([C:6]#[N:7])=[CH:4][C:3]=1[Cl:10].BrN1C(=O)CCC1=O.C(OOC(=O)C1C=CC=CC=1)(=O)C1C=CC=CC=1.Cl.[C:38]([O:42][C:43](=[O:47])[CH2:44][NH:45][CH3:46])([CH3:41])([CH3:40])[CH3:39].C([O-])([O-])=O.[K+].[K+]>C(#N)C.CCOC(C)=O.O1CCOCC1>[C:6]([C:5]1[CH:8]=[CH:9][C:2]([CH2:1][N:45]([CH3:46])[CH2:44][C:43]([O:42][C:38]([CH3:41])([CH3:40])[CH3:39])=[O:47])=[C:3]([Cl:10])[CH:4]=1)#[N:7] |f:3.4,5.6.7|. Reported procedure: A solution of 4-methyl-3-chlorobenzonitrile (4.69 g, 31 mmol), N-bromosuccinimide (6.04 g, 34.2 mmol) and benzoyl peroxide (0.750 g, 3.10 mmol) in ACN (20 mL) was heated under reflux for 18 hours. The reaction mixture was diluted with EtOAc and washed with a saturated aqueous solution of Na2CO3 and brine. The organic phase was dried (MgSO4) and concentrated under vacuum. A portion of the residue (1.0 g, 4.34 mmol) was treated with sarcosine tert-butyl ester hydrochloride (1.57 g, 8.69 mmol) and ... Reactants: CC#CCBr, N#Cc1nc(Br)[nH]c1C#N, O=C([O-])[O-], CCOC(C)=O, CN(C)C=O, [K+], [K+], O. Product: CC#CCn1c(Br)nc(C#N)c1C#N. RXN SMILES: [Br:12][CH2:13][C:14]#[C:15][CH3:16].[Br:17][c:18]1[nH:19][c:20]([C:25]#[N:26])[c:21]([C:23]#[N:24])[n:22]1.[C:1](=[O:2])([O-:3])[O-:4].[CH3:28][CH2:29][O:30][C:31](=[O:32])[CH3:33].[CH3:7][N:8]([CH3:9])[CH:10]=[O:11].[K+:5].[K+:6].[OH2:27]>>[CH2:13]([C:14]#[C:15][CH3:16])[n:19]1[c:18]([Br:17])[n:22][c:21]([C:23]#[N:24])[c:20]1[C:25]#[N:26]. The reactants are NC1C2SCC(=C(N2C1=O)C(=O)OC(C1=CC=CC=C1)C1=CC=CC=C1)CSC1=NN=NN1C (7-Amino-3-[[(1-methyl-1H-tetrazol-5-yl)thio]methyl]-8-oxo-5-thia-1-azabicyclo[4.2.0]oct-2-ene-2-carboxylic acid, diphenylmethyl ester), L-α-[[[(4-methoxyphenyl)methoxy]carbonyl]-amino]phenylacetic acid, ( a ), C1(CCCCC1)N=C=NC1CCCCC1 (dicyclohexylcarbodiimide). The product is O=C1CC2SCC=C(N12)C(=O)OC(C1=CC=CC=C1)C1=CC=CC=C1 (8-oxo-5-thia-1-azabicyclo[4.2.0]-oct-2-ene-2-carboxylic acid, diphenylmethyl ester). RXN SMILES: N[CH:2]1[C:9](=[O:10])[N:8]2[CH:3]1[S:4][CH2:5][C:6](CSC1N(C)N=NN=1)=[C:7]2[C:11]([O:13][CH:14]([C:21]1[CH:26]=[CH:25][CH:24]=[CH:23][CH:22]=1)[C:15]1[CH:20]=[CH:19][CH:18]=[CH:17][CH:16]=1)=[O:12].C1(N=C=NC2CCCCC2)CCCCC1>>[O:10]=[C:9]1[N:8]2[CH:3]([S:4][CH2:5][CH:6]=[C:7]2[C:11]([O:13][CH:14]([C:21]2[CH:26]=[CH:25][CH:24]=[CH:23][CH:22]=2)[C:15]2[CH:16]=[CH:17][CH:18]=[CH:19][CH:20]=2)=[O:12])[CH2:2]1. Procedure details: 7-Amino-3-[[(1-methyl-1H-tetrazol-5-yl)thio]methyl]-8-oxo-5-thia-1-azabicyclo[4.2.0]oct-2-ene-2-carboxylic acid, diphenylmethyl ester and L-α-[[[(4-methoxyphenyl)methoxy]carbonyl]-amino]phenylacetic acid from part (a) are reacted in the presence of dicyclohexylcarbodiimide according to the procedure of example 1(b) to yield 7β-[[[[[(4-methoxyphenyl)methoxy]-carbonyl]amino](L-phenyl)acetyl]amino]-3-[[(1-methyl-1H)tetrazol-5-yl)thio]methyl]-8-oxo-5-thia-1-azabicyclo[4.2.0]-oct-2-ene-2-carboxylic a... Starting materials: [Al+3], [Cl-], [Cl-], [Cl-], Clc1ccccc1Cl, Cl, Fc1ccccc1, O=C(O)c1ccc2c(c1)C(=O)OC2=O. Yields the product O=C(O)c1ccc(C(=O)c2ccc(F)cc2)c(C(=O)O)c1. Reaction SMILES: [Al+3:23].[Cl-:22].[Cl-:24].[Cl-:25].[Cl:27][c:28]1[c:29]([Cl:30])[cH:31][cH:32][cH:33][cH:34]1.[ClH:26].[F:15][c:16]1[cH:17][cH:18][cH:19][cH:20][cH:21]1.[OH:1][C:2](=[O:3])[c:4]1[cH:5][cH:6][c:7]2[c:13]([cH:14]1)[C:11](=[O:12])[O:10][C:8]2=[O:9]>>[OH:1][C:2](=[O:3])[c:4]1[cH:5][cH:6][c:7]([C:8](=[O:9])[c:19]2[cH:18][cH:17][c:16]([F:15])[cH:21][cH:20]2)[c:13]([C:11]([OH:10])=[O:12])[cH:14]1.